Dataset: the Open Reaction Database (ORD), a public repository of structured organic reaction records. Task: describe an organic reaction: reactants, conditions, products, and yield Starting materials: CCOC(=O)CCc1ccc(Oc2ccc(C(Cc3cccnc3)C(=O)N(C)C)cc2)cc1, CC[O-], CCOC(C)=O, NC(N)=O, [Na+], O, O=C(O)C(F)(F)F. Product: CN(C)C(=O)C(Cc1cccnc1)c1ccc(Oc2ccc(CCC(=O)NC(N)=O)cc2)cc1. RXN SMILES: [CH2:9]([O:11][C:12](=[O:10])[CH2:13][CH2:14][c:15]1[cH:16][cH:17][c:18]([O:21][c:22]2[cH:23][cH:24][c:25]([CH:28]([CH2:29][c:30]3[cH:31][n:32][cH:33][cH:34][cH:35]3)[C:36]([N:37]([CH3:38])[CH3:39])=[O:40])[cH:26][cH:27]2)[cH:19][cH:20]1)[CH3:41].[CH3:2][CH2:3][O-:4].[CH3:50][CH2:51][O:52][C:53](=[O:54])[CH3:55].[NH2:5][C:6]([NH2:7])=[O:8].[Na+:1].[OH2:49].[OH:42][C:43]([C:44]([F:45])([F:46])[F:47])=[O:48]>>[NH:5]([C:6]([NH2:7])=[O:8])[C:12](=[O:11])[CH2:13][CH2:14][c:15]1[cH:16][cH:17][c:18]([O:21][c:22]2[cH:23][cH:24][c:25]([CH:28]([CH2:29][c:30]3[cH:31][n:32][cH:33][cH:34][cH:35]3)[C:36]([N:37]([CH3:38])[CH3:39])=[O:40])[cH:26][cH:27]2)[cH:19][cH:20]1. Starting materials: ClC=1SC=C(N1)CCl (2-Chloro-4-chloromethyl-thiazole), N1CCCC1 (pyrrolidine), C([O-])([O-])=O.[K+].[K+] (potassium carbonate). Solvent: CN(C)C=O (DMF). The product is ClC=1SC=C(N1)CN1CCCC1 (2-Chloro-4-(pyrrolidin-1-ylmethyl)-thiazole). Isolated yield 62.6%. Reaction SMILES: [Cl:1][C:2]1[S:3][CH:4]=[C:5]([CH2:7]Cl)[N:6]=1.[NH:9]1[CH2:13][CH2:12][CH2:11][CH2:10]1.C(=O)([O-])[O-].[K+].[K+]>CN(C=O)C>[Cl:1][C:2]1[S:3][CH:4]=[C:5]([CH2:7][N:9]2[CH2:13][CH2:12][CH2:11][CH2:10]2)[N:6]=1 |f:2.3.4|. Reported procedure: 2-Chloro-4-chloromethyl-thiazole (610 mg, 3.6 mmol), pyrrolidine (0.4 mL, 4.8 mmol), and potassium carbonate (1.05 g, 7.6 mmol) were stirred in DMF (6 mL) for 5 hours. After completion, the reaction mixture was partitioned between ethyl acetate and water. The aqueous phase was thrice extracted with ethyl acetate and the combined organic phases were washed with brine, dried over magnesium sulfate, filtered and concentrated. The residue was purified by silica gel chromatography (0-5% [8:1 EtOH:NH4... Starting materials: FC1=CC=C(C=C1)N1N=CC2=CC(=CC=C12)O[C@@H]([C@H](C)N)C1=CC(=CC=C1)OC ((1R,2S)-1-[1-(4-fluorophenyl)-indazol-5-yl]oxy-1-(3-methoxyphenyl)-propan-2-amine), CNC(C(=O)O)=O (2-(methylamino)-2-oxoacetic acid). The product is FC1=CC=C(C=C1)N1N=CC2=CC(=CC=C12)O[C@@H]([C@H](C)NC(=O)C(=O)NC)C1=CC(=CC=C1)OC (N-[(1R,2S)-1-[1-(4-Fluorophenyl)indazol-5-yl]oxy-1-(3-methoxyphenyl)propan-2-yl]-N′-methyl-oxamide). RXN SMILES: [F:1][C:2]1[CH:7]=[CH:6][C:5]([N:8]2[C:16]3[C:11](=[CH:12][C:13]([O:17][C@H:18]([C:22]4[CH:27]=[CH:26][CH:25]=[C:24]([O:28][CH3:29])[CH:23]=4)[C@@H:19]([NH2:21])[CH3:20])=[CH:14][CH:15]=3)[CH:10]=[N:9]2)=[CH:4][CH:3]=1.[CH3:30][NH:31][C:32](=[O:36])[C:33](O)=[O:34]>>[F:1][C:2]1[CH:3]=[CH:4][C:5]([N:8]2[C:16]3[C:11](=[CH:12][C:13]([O:17][C@H:18]([C:22]4[CH:27]=[CH:26][CH:25]=[C:24]([O:28][CH3:29])[CH:23]=4)[C@@H:19]([NH:21][C:33]([C:32]([NH:31][CH3:30])=[O:36])=[O:34])[CH3:20])=[CH:14][CH:15]=3)[CH:10]=[N:9]2)=[CH:6][CH:7]=1. Procedure: Prepared as described in Example 76 using (1R,2S)-1-[1-(4-fluorophenyl)-indazol-5-yl]oxy-1-(3-methoxyphenyl)-propan-2-amine (51 mg, 0.13 mmol) and 2-(methylamino)-2-oxoacetic acid (13 mg, 0.13 mmol). Yield 34 mg (55%). The reactants are ClC1=C(C(=C(C(=C1C#N)Cl)Cl)C#N)Cl (Tetrachloroterephthalonitrile), aqueous solution, [OH-].[Na+] (sodium hydroxide), resultant mixture. Solvent: C(C)O (ethanol). Yields the product ClC1=C(C(=O)N)C(=C(C(=C1Cl)C#N)Cl)Cl (2,3,5,6-tetrachloro-4-cyanobenzamide). Isolated yield 58.1%. As a reaction SMILES: [Cl:1][C:2]1[C:7]([C:8]#[N:9])=[C:6]([Cl:10])[C:5]([Cl:11])=[C:4]([C:12]#[N:13])[C:3]=1[Cl:14].[OH-:15].[Na+]>C(O)C>[Cl:1][C:2]1[C:3]([Cl:14])=[C:4]([C:12]#[N:13])[C:5]([Cl:11])=[C:6]([Cl:10])[C:7]=1[C:8]([NH2:9])=[O:15] |f:1.2|. Procedure details: Tetrachloroterephthalonitrile (26.6 g, 0.1 mol) and ethanol (532 g) were mixed, and the resultant mixture was heated to 79° C. with stirring. To the mixture, a 20% aqueous solution of sodium hydroxide (16 g) was added over six hours. Liquid chromatographic analysis revealed the reaction mixture contained 16.5 g of 2,3,5,6-tetrachloro-4-cyanobenzamide (yield 58%). Starting materials: CCC(C)O, Clc1nccn2c(C3CCCCC3)nc(-c3ccc(Oc4ccccc4)cc3)c12, N, O. The product is Nc1nccn2c(C3CCCCC3)nc(-c3ccc(Oc4ccccc4)cc3)c12. As a reaction SMILES: [CH3:32][CH:33]([OH:34])[CH2:35][CH3:36].[Cl:2][c:3]1[c:4]2[n:5]([cH:6][cH:7][n:8]1)[c:9]([CH:25]1[CH2:26][CH2:27][CH2:28][CH2:29][CH2:30]1)[n:10][c:11]2-[c:12]1[cH:13][cH:14][c:15]([O:18][c:19]2[cH:20][cH:21][cH:22][cH:23][cH:24]2)[cH:16][cH:17]1.[NH3:1].[OH2:31]>>[NH2:1][c:3]1[c:4]2[n:5]([cH:6][cH:7][n:8]1)[c:9]([CH:25]1[CH2:26][CH2:27][CH2:28][CH2:29][CH2:30]1)[n:10][c:11]2-[c:12]1[cH:13][cH:14][c:15]([O:18][c:19]2[cH:20][cH:21][cH:22][cH:23][cH:24]2)[cH:16][cH:17]1. The reactants are COC(=O)CC1CC(C(=O)OC)Nc2cc(Cl)cc(Cl)c21, CC(C)=O, [Na+], [OH-]. Yields the product COC(=O)CC1CC(C(=O)O)Nc2cc(Cl)cc(Cl)c21. RXN SMILES: [CH3:1][O:2][C:3](=[O:4])[CH:5]1[NH:6][c:7]2[cH:8][c:9]([Cl:21])[cH:10][c:11]([Cl:20])[c:12]2[CH:13]([CH2:15][C:16](=[O:17])[O:18][CH3:19])[CH2:14]1.[CH3:24][C:25](=[O:26])[CH3:27].[Na+:23].[OH-:22]>>[O:2]=[C:3]([OH:4])[CH:5]1[NH:6][c:7]2[cH:8][c:9]([Cl:21])[cH:10][c:11]([Cl:20])[c:12]2[CH:13]([CH2:15][C:16](=[O:17])[O:18][CH3:19])[CH2:14]1.